Task: describe an organic reaction: reactants, conditions, products, and yield. Dataset: the Open Reaction Database (ORD), a public repository of structured organic reaction records The product is CC(=O)N(C)c1ccc(Nc2nc(NCCN)c3cc[nH]c3n2)cc1. As a reaction SMILES: [CH3:27][Si:28]([Cl:29])([CH3:30])[CH3:31].[NH2:15][c:16]1[cH:17][cH:18][c:19]([N:22]([C:23]([CH3:24])=[O:25])[CH3:26])[cH:20][cH:21]1.[NH2:1][CH2:2][CH2:3][NH:4][c:5]1[c:6]2[c:7]([n:8][c:9]([Cl:11])[n:10]1)[nH:12][cH:13][cH:14]2>>[NH2:1][CH2:2][CH2:3][NH:4][c:5]1[c:6]2[c:7]([n:8][c:9]([NH:15][c:16]3[cH:17][cH:18][c:19]([N:22]([C:23]([CH3:24])=[O:25])[CH3:26])[cH:20][cH:21]3)[n:10]1)[nH:12][cH:13][cH:14]2. The reactants are C[Si](C)(C)Cl, CC(=O)N(C)c1ccc(N)cc1, NCCNc1nc(Cl)nc2[nH]ccc12. The reactants are OCCCCN1C(=O)NC(=O)C=C1 (1-(4′-Hydroxybutyl)uracil), C(C1=CC=CC=C1)(C1=CC=CC=C1)(C1=CC=CC=C1)Cl (trityl chloride). Reaction SMILES: [OH:1][CH2:2][CH2:3][CH2:4][CH2:5][N:6]1[CH:13]=[CH:12][C:10](=[O:11])[NH:9][C:7]1=[O:8].[C:14](Cl)([C:27]1[CH:32]=[CH:31][CH:30]=[CH:29][CH:28]=1)([C:21]1[CH:26]=[CH:25][CH:24]=[CH:23][CH:22]=1)[C:15]1[CH:20]=[CH:19][CH:18]=[CH:17][CH:16]=1>CN(C1C=CN=CC=1)C.N1C=CC=CC=1>[C:14]([O:1][CH2:2][CH2:3][CH2:4][CH2:5][N:6]1[CH:13]=[CH:12][C:10](=[O:11])[NH:9][C:7]1=[O:8])([C:15]1[CH:20]=[CH:19][CH:18]=[CH:17][CH:16]=1)([C:27]1[CH:28]=[CH:29][CH:30]=[CH:31][CH:32]=1)[C:21]1[CH:22]=[CH:23][CH:24]=[CH:25][CH:26]=1. Isolated yield 86.0%. The reagents and catalysts are CN(C)C=1C=CN=CC1 (DMAP). The product is C(C1=CC=CC=C1)(C1=CC=CC=C1)(C1=CC=CC=C1)OCCCCN1C(=O)NC(=O)C=C1 (1-(4′-Trityloxybutyl)uracil). Run in N1=CC=CC=C1 (pyridine). Procedure: 1-(4′-Hydroxybutyl)uracil (0.083 g, 0.45 mmol), trityl chloride (0.140 g, 0.50 mmol) and DMAP (5 mg, 0.05 mmol) were stirred in dry pyridine (6 mL) at 50° C. under nitrogen for 64 h. The reaction mixture was left to cool to room temperature and then partitioned between cold water (20 mL) and DCM (15 mL, 2×10 mL). The organic extracts were combined, washed with brine (20 mL), dried over MgSO4 and concentrated in vacuo. Further purification by silica gel column chromatography (Isolute SI column) u... Starting materials: C1COCCO1, CCCC(NC(=O)OC(C)(C)C)C(O)C(=O)NC1CC1, Cl. Product: CCCC(N)C(O)C(=O)NC1CC1, Cl. RXN SMILES: [CH2:22]1[O:23][CH2:24][CH2:25][O:26][CH2:27]1.[CH:2]1([NH:5][C:6]([CH:7]([CH:8]([CH2:9][CH2:10][CH3:11])[NH:12][C:13]([O:14][C:15]([CH3:16])([CH3:17])[CH3:18])=[O:19])[OH:20])=[O:21])[CH2:3][CH2:4]1.[ClH:1]>>[CH:2]1([NH:5][C:6]([CH:7]([CH:8]([CH2:9][CH2:10][CH3:11])[NH2:12])[OH:20])=[O:21])[CH2:3][CH2:4]1.[ClH:1]. Reactants: O (water), Pd[P(Ph)3]4, 1.74, C(C)(C)(C)OC(=O)C(N1C(N(C2=C1C=C(C=C2)I)C(=O)OC(C)(C)C)=O)C2=CC=CC=C2 (tert-butyl 3-(tert-butoxycarbonylphenylmethyl)-5-iodo-2-oxo-2,3-dihydrobenzimidazole-1-carboxylate), CN(C)C=O (DMF). The reagents and catalysts are [C-]#N.[Zn+2].[C-]#N (zinc(II) cyanide). Run at time 20 minute. Product: C(C)(C)(C)OC(=O)C(N1C(N(C2=C1C=C(C=C2)C#N)C(=O)OC(C)(C)C)=O)C2=CC=CC=C2 (tert-Butyl 3-(tert-butoxycarbonylphenylmethyl)-5-cyano-2-oxo-2,3-dihydrobenzimidazole-1-carboxylate). RXN SMILES: [C:1]([O:5][C:6]([CH:8]([C:27]1[CH:32]=[CH:31][CH:30]=[CH:29][CH:28]=1)[N:9]1[C:13]2[CH:14]=[C:15](I)[CH:16]=[CH:17][C:12]=2[N:11]([C:19]([O:21][C:22]([CH3:25])([CH3:24])[CH3:23])=[O:20])[C:10]1=[O:26])=[O:7])([CH3:4])([CH3:3])[CH3:2].O.[CH3:34][N:35](C=O)C>[C-]#N.[Zn+2].[C-]#N>[C:1]([O:5][C:6]([CH:8]([C:27]1[CH:32]=[CH:31][CH:30]=[CH:29][CH:28]=1)[N:9]1[C:13]2[CH:14]=[C:15]([C:34]#[N:35])[CH:16]=[CH:17][C:12]=2[N:11]([C:19]([O:21][C:22]([CH3:25])([CH3:24])[CH3:23])=[O:20])[C:10]1=[O:26])=[O:7])([CH3:4])([CH3:3])[CH3:2] |f:3.4.5|. Reported procedure: 1.74 (3.16 mmol) of tert-butyl 3-(tert-butoxycarbonylphenylmethyl)-5-iodo-2-oxo-2,3-dihydrobenzimidazole-1-carboxylate (XIIb) were dissolved in 20 ml of dry DMF and stirred under a stream of nitrogen for 20 min. 482 mg (4.11 mmol) of zinc(II) cyanide and 292 mmol (0.25 mmol) of Pd[P(Ph)3]4 were added, and the reaction solution was stirred at 80° C. for 1.5 h. The cooled reaction solution was mixed with 70 ml of water and extracted with ethyl acetate (3×). The combined organic phases were washed ... Starting materials: N([C@@H](C)C(=O)O)C(=O)OCC1=CC=CC=C1 (Z-Ala-OH), N[C@@H](CCC(OC(C)(C)C)=O)C(=O)N[C@@H](CC(N)=O)C(=O)OC(C)(C)C (H-Glu(OtBu)-Asn-OtBu), CN1CCOCC1 (N-methylmorpholine), C(C(C)C)OC(=O)Cl (isobutylchloroformate). Run in CO (MeOH), CN(C)C=O (DMF), C(Cl)Cl (CH2Cl2), CN(C)C=O (DMF), CO (MeOH), C(Cl)(Cl)Cl (CHCl3), CC(=O)O (AcOH). Run at time 4 minute. The product is C(C)(C)(C)OC([C@@H](NC([C@@H](NC([C@@H](NC(=O)OCC1=CC=CC=C1)C)=O)CC(C(O)=O)C(C)(C)C)=O)CC(N)=O)=O (N-Benzyloxycarbonyl-L-alanyl-γ-t-butyl-L-glutamyl-L-asparagine t-butyl ester). As a reaction SMILES: [NH:1]([C:7]([O:9][CH2:10][C:11]1[CH:16]=[CH:15][CH:14]=[CH:13][CH:12]=1)=[O:8])[C@H:2]([C:4]([OH:6])=O)[CH3:3].CN1CCOCC1.[CH2:24](OC(Cl)=O)[CH:25]([CH3:27])[CH3:26].[NH2:32][C@H:33]([C:43]([NH:45][C@H:46]([C:51]([O:53][C:54]([CH3:57])([CH3:56])[CH3:55])=[O:52])[CH2:47][C:48](=[O:50])[NH2:49])=[O:44])[CH2:34][CH2:35][C:36](=[O:42])[O:37]C(C)(C)C>CN(C=O)C.CC(O)=O.CO.C(Cl)(Cl)Cl.C(Cl)Cl>[C:54]([O:53][C:51](=[O:52])[C@H:46]([CH2:47][C:48](=[O:50])[NH2:49])[NH:45][C:43](=[O:44])[C@H:33]([CH2:34][CH:35]([C:25]([CH3:27])([CH3:26])[CH3:24])[C:36](=[O:42])[OH:37])[NH:32][C:4](=[O:6])[C@H:2]([CH3:3])[NH:1][C:7]([O:9][CH2:10][C:11]1[CH:16]=[CH:15][CH:14]=[CH:13][CH:12]=1)=[O:8])([CH3:55])([CH3:56])[CH3:57]. Procedure: A solution of Z-Ala-OH (118.5 g, 0.53 mol, 1.05 eq.) in DMF (400 mL) was placed in a 2-l 3-neck creased round bottom flask fitted with a thermometer, mechanical stirrer, dropping funnel and immersed in a dry ice-acetone bath at -15°. The reaction was carried out under an atmosphere of N2, cooled to -15° and precooled (-20°) N-methylmorpholine (80.9 g, 0.80 mol, 1.58 eq.) added. After stirring for 4 min at -15°, the reaction mixture was cooled to -25° and precooled (-20°) isobutylchloroformate (7... The reactants are COC1=C(C=O)C=C(C(=C1)CCOCOC)OC (2,5-dimethoxy-4-(2-methoxymethoxy-ethyl)-benzaldehyde), C(C)(=O)[O-].[NH4+] (ammonium acetate), [N+](=O)([O-])CC (nitroethane). Reaction conditions: temperature 70 celsius, time 2 hour. The product is COC1=C(C=C(C(=C1)C=C(C)[N+](=O)[O-])OC)CCOCOC (1,4-Dimethoxy-2-(2-methoxymethoxy-ethyl)-5-(2-nitropropenyl)-benzene). RXN SMILES: [CH3:1][O:2][C:3]1[CH:10]=[C:9]([CH2:11][CH2:12][O:13][CH2:14][O:15][CH3:16])[C:8]([O:17][CH3:18])=[CH:7][C:4]=1[CH:5]=O.C([O-])(=O)C.[NH4+].[N+:24]([CH2:27][CH3:28])([O-:26])=[O:25]>>[CH3:18][O:17][C:8]1[CH:7]=[C:4]([CH:5]=[C:27]([N+:24]([O-:26])=[O:25])[CH3:28])[C:3]([O:2][CH3:1])=[CH:10][C:9]=1[CH2:11][CH2:12][O:13][CH2:14][O:15][CH3:16] |f:1.2|. Procedure: A mixture of 2,5-dimethoxy-4-(2-methoxymethoxy-ethyl)-benzaldehyde (3.00 g, 11.80 mmol) and ammonium acetate (0.91 g 11.80 mmol) in nitroethane (10 mL) was stirred at 70° C. for 2 h. After allowing the reaction mixture to cool down to room temperature, the solvent was removed under vacuum. The oily residue was purified by flash chromatography using a hexane and ethyl acetate gradient to give 0.9 g of yellow oil. MS (m/z) 211. 1HNMR(CDCl3): δ ppm 2.40 (s, 3H), 2.95 (m, 2H), 3.31 (s, 3H), 3.75 (m,... Reactants: NC=1C=C(C=CC1N)OC1=CC(=C(C=C1)N)N (bis(3,4-diaminophenyl)ether), C1(=CC=CC=C1)OC(C1=CC=C(C=C1)O)=O (phenyl-4-hydroxybenzoate), C1(=CC=CC=C1)S(=O)(=O)C1=CC=CC=C1 (diphenylsulfone), C1(=CC=CC=C1)C (toluene). Reaction conditions: temperature 150 celsius. Product: O(C1=CC2=C(N=C(N2)C2=CC=C(C=C2)O)C=C1)C1=CC2=C(N=C(N2)C2=CC=C(C=C2)O)C=C1 (5,5'-Oxy-bis[2-(4-hydroxyphenyl)benzimidazole]). Yield: 30.0%. As a reaction SMILES: [NH2:1][C:2]1[CH:3]=[C:4]([O:9][C:10]2[CH:15]=[CH:14][C:13]([NH2:16])=[C:12]([NH2:17])[CH:11]=2)[CH:5]=[CH:6][C:7]=1[NH2:8].C1(O[C:25](=O)[C:26]2[CH:31]=[CH:30][C:29]([OH:32])=[CH:28][CH:27]=2)C=CC=CC=1.C1(S(C2C=CC=CC=2)(=O)=[O:41])C=CC=CC=1.[C:49]1([CH3:55])[CH:54]=[CH:53][CH:52]=[CH:51][CH:50]=1>>[O:9]([C:10]1[CH:15]=[CH:14][C:13]2[N:16]=[C:25]([C:26]3[CH:27]=[CH:28][C:29]([OH:32])=[CH:30][CH:31]=3)[NH:17][C:12]=2[CH:11]=1)[C:4]1[CH:5]=[CH:6][C:7]2[N:8]=[C:55]([C:49]3[CH:54]=[CH:53][C:52]([OH:41])=[CH:51][CH:50]=3)[NH:1][C:2]=2[CH:3]=1. Reported procedure: A mixture of bis(3,4-diaminophenyl)ether (22.00 g, 0.096 mol), phenyl-4-hydroxybenzoate (41.00 g, 0.194 mol), diphenylsulfone (110.17 g), and toluene (135 ml) was heated under a nitrogen atmosphere for 3.5 hours at 150° C. The toluene was removed and the temperature increased to 250° C. and maintained for 1.5 hours. A vacuum was subsequently applied and the temperature increased to 280° C. and maintained for 1.25 hours. The cooled dark reaction mixture was washed in hot toluene and dried at 110°... The reactants are C(C)OP(=O)(OCC)CC(=O)OCC (ethyl 2-(diethoxyphosphoryl)acetate), [H-].[Na+] (NaH), C1(=CC=CC=C1)C(=O)C1=CN=NC=C1 (phenyl(pyridazin-4-yl)methanone). The solvent is C1CCOC1 (THF). Reaction conditions: temperature 0 celsius, time 20 minute. Product: C1(=CC=CC=C1)\C(=C/C(=O)OCC)\C1=CN=NC=C1 ((E)-Ethyl 3-phenyl-3-(pyridazin-4-yl)acrylate). Reaction SMILES: C(OP([CH2:9][C:10]([O:12][CH2:13][CH3:14])=[O:11])(OCC)=O)C.[H-].[Na+].[C:17]1([C:23]([C:25]2[CH:30]=[CH:29][N:28]=[N:27][CH:26]=2)=O)[CH:22]=[CH:21][CH:20]=[CH:19][CH:18]=1>C1COCC1>[C:17]1(/[C:23](/[C:25]2[CH:30]=[CH:29][N:28]=[N:27][CH:26]=2)=[CH:9]\[C:10]([O:12][CH2:13][CH3:14])=[O:11])[CH:18]=[CH:19][CH:20]=[CH:21][CH:22]=1 |f:1.2|. Procedure: To a solution of ethyl 2-(diethoxyphosphoryl)acetate (1.46 g, 7.93 mmol) in THF (40 mL) was added NaH (476 mg, 11.9 mmol) in portions at 0° C., the resulting mixture was stirred at 0° C. for 20 minutes, then, the phenyl(pyridazin-4-yl)methanone was added in portions, the resulting mixture was stirred at 0° C. for 4 hour. The LC-MS showed the MS signal of desired product was detected, then, the reaction solution was added sat. aq. NH4Cl at 0° C., then, extracted with AcOEt (3×50 ml), the combined...